This data is from the Open Reaction Database (ORD), a public repository of structured organic reaction records. The task is: describe an organic reaction: reactants, conditions, products, and yield Yields the product COC(=O)c1cc(CCC(=O)OC(C)(C)C)c[nH]1. Reaction SMILES: [C:1]([CH3:2])([CH3:3])([CH3:4])[O:5][C:6]([CH:7]=[CH:8][c:9]1[cH:10][c:11]([C:14](=[O:15])[O:16][CH3:17])[nH:12][cH:13]1)=[O:18].[CH3:19][CH2:20][O:21][C:22]([CH3:23])=[O:24]>>[C:1]([CH3:2])([CH3:3])([CH3:4])[O:5][C:6]([CH2:7][CH2:8][c:9]1[cH:10][c:11]([C:14](=[O:15])[O:16][CH3:17])[nH:12][cH:13]1)=[O:18]. The reactants are COC(=O)c1cc(C=CC(=O)OC(C)(C)C)c[nH]1, CCOC(C)=O.